From a dataset of the Open Reaction Database (ORD), a public repository of structured organic reaction records. describe an organic reaction: reactants, conditions, products, and yield Reactants: C(#C)C=1C=NN2C1N=C(C=C2C(F)(F)F)C2=CC=C(C=C2)C(F)(F)F (3-ethynyl-7-trifluoromethyl-5-(4-trifluoromethyl-phenyl)-pyrazolo[1,5-a]pyrimidine), BrC=1C=C(C=NC1)O (5-bromo-3-pyridinol). Product: FC(C1=CC(=NC=2N1N=CC2C#CC=2C=C(C=NC2)O)C2=CC=C(C=C2)C(F)(F)F)(F)F (5-[7-Trifluoromethyl-5-(4-trifluoromethyl-phenyl)-pyrazolo[1,5-a]pyrimidin-3-ylethynyl]-pyridin-3-ol), solid. The yield is 62.0%. As a reaction SMILES: [C:1]([C:3]1[CH:4]=[N:5][N:6]2[C:11]([C:12]([F:15])([F:14])[F:13])=[CH:10][C:9]([C:16]3[CH:21]=[CH:20][C:19]([C:22]([F:25])([F:24])[F:23])=[CH:18][CH:17]=3)=[N:8][C:7]=12)#[CH:2].Br[C:27]1[CH:28]=[C:29]([OH:33])[CH:30]=[N:31][CH:32]=1>>[F:15][C:12]([F:14])([F:13])[C:11]1[N:6]2[N:5]=[CH:4][C:3]([C:1]#[C:2][C:27]3[CH:28]=[C:29]([OH:33])[CH:30]=[N:31][CH:32]=3)=[C:7]2[N:8]=[C:9]([C:16]2[CH:21]=[CH:20][C:19]([C:22]([F:25])([F:24])[F:23])=[CH:18][CH:17]=2)[CH:10]=1. Procedure: The title compound was prepared from 3-ethynyl-7-trifluoromethyl-5-(4-trifluoromethyl-phenyl)-pyrazolo[1,5-a]pyrimidine (example C.1) (355 mg, 1.0 mmol) and commercially available 5-bromo-3-pyridinol (156 mg, 1.0 mmol) according to general procedure II. Obtained as a yellow solid (280 mg, 62%). MS (ISP) 449.2[(M+H)+]; mp 258-260° C. The reactants are COC1=CCCC1 (1-methoxycyclopentene), CON=O (methylnitrite), COC1(C(CCC1)=NO)OC (1,1-dimethoxy-2-oximinocyclopentane). The reagents and catalysts are OS(=O)(=O)O.O=S(=O)=O (oleum). Product: COC1(C(CCC1)N=O)OC (1,1-Dimethoxy-2-nitrosocyclopentane). As a reaction SMILES: COC1CCCC=1.CON=O.[CH3:12][O:13][C:14]1([O:21][CH3:22])[CH2:18][CH2:17][CH2:16][C:15]1=[N:19][OH:20]>OS(O)(=O)=O.O=S(=O)=O>[CH3:22][O:21][C:14]1([O:13][CH3:12])[CH2:18][CH2:17][CH2:16][CH:15]1[N:19]=[O:20] |f:3.4|. Procedure details: 1,1-Dimethoxy-2-nitrosocyclopentane dimer was prepared as in Example 1 by reacting 1-methoxycyclopentene (15.9 g., 0.162 mole) with an excess of methylnitrite (29.7 g., 0.48 mole) using 0.5 mole percent of 20% oleum as catalyst. The product (20.5 g.) was mostly the desired dimer with a small amount of 1,1-dimethoxy-2-oximinocyclopentane. An additional 5 grams of product were recovered by flash evaporation of the wash liquors. The structure was confirmed by IR and nmr. Reactants: C(C)(C)C1=NNC(=C1)C(=O)OCC (ethyl 3-isopropyl-1H-pyrazole-5-carboxylate), C[Si](C)(C)[N-][Si](C)(C)C.[K+] (KHMDS), C(C1=CC=CC=C1)(=O)OCC1=CN(C2=CC=CC=C12)C(C1=CC=CC=C1)=O ((1-benzoyl-1H-indol-3-yl)methyl benzoate). Run at time 45 minute. Product: N1C=C(C2=CC=CC=C12)CN1N=C(C=C1C(=O)OCC)C(C)C (Ethyl 1-((1H-indol-3-yl)methyl)-3-isopropyl-1H-pyrazole-5-carboxylate). As a reaction SMILES: [CH:1]([C:4]1[CH:8]=[C:7]([C:9]([O:11][CH2:12][CH3:13])=[O:10])[NH:6][N:5]=1)([CH3:3])[CH3:2].C[Si]([N-][Si](C)(C)C)(C)C.[K+].C(O[CH2:33][C:34]1[C:42]2[C:37](=[CH:38][CH:39]=[CH:40][CH:41]=2)[N:36](C(=O)C2C=CC=CC=2)[CH:35]=1)(=O)C1C=CC=CC=1>>[NH:36]1[C:37]2[C:42](=[CH:41][CH:40]=[CH:39][CH:38]=2)[C:34]([CH2:33][N:6]2[C:7]([C:9]([O:11][CH2:12][CH3:13])=[O:10])=[CH:8][C:4]([CH:1]([CH3:3])[CH3:2])=[N:5]2)=[CH:35]1 |f:1.2|. Procedure details: To an oven dried flask cooled under argon equipped with a stir bar was added ethyl 3-isopropyl-1H-pyrazole-5-carboxylate (0.044 grams, 0.24 mmol, 0.1 in anhydrous 1,4 dioxane). While stirring at room temperature KHMDS (0.3 mL, 0.261 mmol, 0.87 M in toluene) was added. After stirring for 45 minutes, a solution of (1-benzoyl-1H-indol-3-yl)methyl benzoate (0.02 grams, 0.056 mmol, in 1.0 mL of anhydrous 1,4 dioxane) was added and the reaction mixture stirred over night. The next day, the reaction wa...